Dataset: the Open Reaction Database (ORD), a public repository of structured organic reaction records. Task: describe an organic reaction: reactants, conditions, products, and yield Starting materials: [Br-], O=c1cc(NC2CCN(CC=Cc3ccccc3)CC2)c2cc(Br)ccc2o1, C1CCOC1, CC(C)C[Zn+], [Cu]I, N#N. Yields the product CC(C)Cc1ccc2oc(=O)cc(NC3CCN(CC=Cc4ccccc4)CC3)c2c1. Reaction SMILES: [Br-:31].[Br:3][c:4]1[cH:5][c:6]2[c:7]([NH:15][CH:16]3[CH2:17][CH2:18][N:19]([CH2:22][CH:23]=[CH:24][c:25]4[cH:26][cH:27][cH:28][cH:29][cH:30]4)[CH2:20][CH2:21]3)[cH:8][c:9](=[O:14])[o:10][c:11]2[cH:12][cH:13]1.[CH2:37]1[O:38][CH2:39][CH2:40][CH2:41]1.[CH3:32][CH:33]([CH2:34][Zn+:35])[CH3:36].[Cu:42][I:43].[N:1]#[N:2]>>[c:4]1([CH2:34][CH:33]([CH3:32])[CH3:36])[cH:5][c:6]2[c:7]([NH:15][CH:16]3[CH2:17][CH2:18][N:19]([CH2:22][CH:23]=[CH:24][c:25]4[cH:26][cH:27][cH:28][cH:29][cH:30]4)[CH2:20][CH2:21]3)[cH:8][c:9](=[O:14])[o:10][c:11]2[cH:12][cH:13]1. The reactants are C1=CC=C(C=C1)COC2=CC3=C(C=C2)NC=C3CCO (5-benzyloxytryptophol), C(CC(=O)C)(=O)OCC (ethyl acetoacetate), C1(=CC=C(C=C1)S(=O)(=O)O)C (p-toluenesulfonic acid). Solvent: C1=CC=CC=C1 (benzene). Product: CC1(OCCC2=C1NC1=CC=C(C=C21)OCC2=CC=CC=C2)CC(=O)OCC (1-Methyl-1,3,4,9-tetrahydro-6-(phenylmethoxy)pyrano[3,4-b]indole-1-aceticacid, ethyl ester). The yield is 85.3%. Reaction SMILES: [CH:1]1[CH:6]=[CH:5][C:4]([CH2:7][O:8][C:9]2[CH:14]=[CH:13][C:12]3[NH:15][CH:16]=[C:17]([CH2:18][CH2:19][OH:20])[C:11]=3[CH:10]=2)=[CH:3][CH:2]=1.[C:21]([O:27][CH2:28][CH3:29])(=[O:26])[CH2:22][C:23]([CH3:25])=O.C1(C)C=CC(S(O)(=O)=O)=CC=1>C1C=CC=CC=1>[CH3:25][C:23]1([CH2:22][C:21]([O:27][CH2:28][CH3:29])=[O:26])[C:16]2[NH:15][C:12]3[C:11]([C:17]=2[CH2:18][CH2:19][O:20]1)=[CH:10][C:9]([O:8][CH2:7][C:4]1[CH:3]=[CH:2][CH:1]=[CH:6][CH:5]=1)=[CH:14][CH:13]=3. Reported procedure: A mixture consisting of 5-benzyloxytryptophol (4.5 g, 0.017 mol), benzene (200 mL), ethyl acetoacetate (3.4 g, 0.026 mol) and p-toluenesulfonic acid (0.5 g) is refluxed for 2.5 hours using a Dean-stock trap to remove the water. The reaction mixture is cooled to room temperature and washed with 5% sodium bicarbonate, (1×200 mL), water (200 mL) and brine (100 mL), dried (MgSO4), filtered and concentrated to give 8.0 g of crude product as a thick oil, which is flash chromatographed on silica gel us... Reactants: CN1CCCC1=O, Cc1cc(Cl)c2ccc(I)cc2n1, OCC1CCCN1. The product is Cc1cc(N2CCCC2CO)c2ccc(I)cc2n1. Reaction SMILES: [CH3:21][N:22]1[CH2:23][CH2:24][CH2:25][C:26]1=[O:27].[Cl:1][c:2]1[cH:3][c:4]([CH3:13])[n:5][c:6]2[cH:7][c:8]([I:12])[cH:9][cH:10][c:11]12.[OH:14][CH2:15][CH:16]1[NH:17][CH2:18][CH2:19][CH2:20]1>>[c:2]1([N:17]2[CH:16]([CH2:15][OH:14])[CH2:20][CH2:19][CH2:18]2)[cH:3][c:4]([CH3:13])[n:5][c:6]2[cH:7][c:8]([I:12])[cH:9][cH:10][c:11]12. Procedure: 4,7-Dichloro-2-quinolone (192 mg, 0.88 mmol) and 1-tert-butoxycarbonylpiperazine (580 mg, 3.1 mmol) in n-butanol (10 mL) are heated in a sealed tube for 2 h at 150° C., when additional piperazine (200 mg) is added and heating is continued for further 18 h. After removing the solvent, the residue is purified by column chromatography with CH2Cl2-MeOH—NH4OH yielding the title product as a colorless solid. RXN SMILES: Cl[C:2]1[C:11]2[C:6](=[CH:7][C:8]([Cl:12])=[CH:9][CH:10]=2)[NH:5][C:4](=[O:13])[CH:3]=1.[C:14]([O:18][C:19]([N:21]1[CH2:26][CH2:25][NH:24][CH2:23][CH2:22]1)=[O:20])([CH3:17])([CH3:16])[CH3:15].N1CCNCC1>C(O)CCC>[C:14]([O:18][C:19]([N:21]1[CH2:26][CH2:25][N:24]([C:2]2[C:11]3[C:6](=[CH:7][C:8]([Cl:12])=[CH:9][CH:10]=3)[NH:5][C:4](=[O:13])[CH:3]=2)[CH2:23][CH2:22]1)=[O:20])([CH3:17])([CH3:15])[CH3:16]. Yields the product C(C)(C)(C)OC(=O)N1CCN(CC1)C1=CC(NC2=CC(=CC=C12)Cl)=O (4-[4-(tert-Butoxycarbonyl)piperazin-1-yl]-7-chloro-2-quinolone). The reactants are ClC1=CC(NC2=CC(=CC=C12)Cl)=O (4,7-Dichloro-2-quinolone), C(C)(C)(C)OC(=O)N1CCNCC1 (1-tert-butoxycarbonylpiperazine), N1CCNCC1 (piperazine). Reaction conditions: time 18 hour. Run in C(CCC)O (n-butanol). Reactants: ICC(=O)N (2-Iodoacetamide), O[C@H](C)[C@@H]1[C@@H]2N(C(=C([C@@H]2C)C2=CN3C(S2)=C(N=C3)C(=O)C=3C=NC=CC3)C(=O)OCC=C)C1=O (allyl (1S,5R,6S)-6-[(1R)-1-hydroxyethyl]-2-[7-(pyridin-3-yl)carbonyl-imidazo[5,1-b]thiazol-2-yl]-1-methylcarbapen-2-em-3-carboxylate), C(C)(=O)OCC (ethyl acetate). Solvent: CO (Methanol), CO (methanol). Run at temperature 40 celsius, time 22 hour. Yields the product [I-].C(N)(=O)C[N+]1=CC(=CC=C1)C(=O)C=1N=CN2C1SC(=C2)C=2[C@@H]([C@H]1N(C2C(=O)OCC=C)C([C@@H]1[C@@H](C)O)=O)C (allyl (1S,5R,6S)-2-[7-(1-carbamoylmethylpyridinium-3-yl)carbonylimidazo[5,1-b]thiazol-2-yl]-6-[(1R)-1-hydroxyethyl]-1-methylcarbapen-2-em-3-carboxylate iodide). Yield: 88.9%. Reaction SMILES: [I:1][CH2:2][C:3]([NH2:5])=[O:4].[OH:6][C@@H:7]([C@H:9]1[C:38](=[O:39])[N:11]2[C:12]([C:32]([O:34][CH2:35][CH:36]=[CH2:37])=[O:33])=[C:13]([C:16]3[S:20][C:19]4=[C:21]([C:24]([C:26]5[CH:27]=[N:28][CH:29]=[CH:30][CH:31]=5)=[O:25])[N:22]=[CH:23][N:18]4[CH:17]=3)[C@H:14]([CH3:15])[C@H:10]12)[CH3:8].C(OCC)(=O)C>CO>[I-:1].[C:3]([CH2:2][N+:28]1[CH:29]=[CH:30][CH:31]=[C:26]([C:24]([C:21]2[N:22]=[CH:23][N:18]3[CH:17]=[C:16]([C:13]4[C@H:14]([CH3:15])[C@@H:10]5[C@@H:9]([C@H:7]([OH:6])[CH3:8])[C:38](=[O:39])[N:11]5[C:12]=4[C:32]([O:34][CH2:35][CH:36]=[CH2:37])=[O:33])[S:20][C:19]=23)=[O:25])[CH:27]=1)(=[O:4])[NH2:5] |f:4.5|. Procedure details: 2-Iodoacetamide (1.13 g) was added to a solution of 1.46 g of allyl (1S,5R,6S)-6-[(1R)-1-hydroxyethyl]-2-[7-(pyridin-3-yl)carbonyl-imidazo[5,1-b]thiazol-2-yl]-1-methylcarbapen-2-em-3-carboxylate in 4.5 ml of methanol, and the mixture was stirred at 40° C. for 22 hr. Methanol (8 ml) was added thereto for dilution. The diluted reaction mixture was added dropwise to 180 ml of ethyl acetate, and the resultant powder was collected by filtration to give 1.80 g of allyl (1S,5R,6S)-2-[7-(1-carbamoylmeth... Reactants: CC1(OB(OC1(C)C)C1=C2C=CNC2=CC=C1)C (4-(4,4,5,5-tetramethyl-[1,3,2]dioxaborolan-2-yl)-1H-indole), BrC1=C(C=CC=C1F)F (1-bromo-2,6-difluorobenzene), C([O-])([O-])=O.[Na+].[Na+] (sodium carbonate). Reagents/catalysts: [Pd] (Palladium). The solvent is COCCOC (1,2-dimethoxyethane), C(C)(=O)OCC (ethyl acetate). Conditions: temperature 110 celsius, time 8 hour. Yields the product FC1=C(C(=CC=C1)F)C1=C2C=CNC2=CC=C1 (4-(2,6-difluoro-phenyl)-1H-indole). The yield is 91.5%. Reaction SMILES: CC1(C)C(C)(C)OB([C:9]2[CH:17]=[CH:16][CH:15]=[C:14]3[C:10]=2[CH:11]=[CH:12][NH:13]3)O1.Br[C:20]1[C:25]([F:26])=[CH:24][CH:23]=[CH:22][C:21]=1[F:27].C(=O)([O-])[O-].[Na+].[Na+]>COCCOC.[Pd].C(OCC)(=O)C>[F:26][C:25]1[CH:24]=[CH:23][CH:22]=[C:21]([F:27])[C:20]=1[C:9]1[CH:17]=[CH:16][CH:15]=[C:14]2[C:10]=1[CH:11]=[CH:12][NH:13]2 |f:2.3.4|. Procedure details: To a mixture of 4-(4,4,5,5-tetramethyl-[1,3,2]dioxaborolan-2-yl)-1H-indole (11.34 g, 46.6 mmol), and 1-bromo-2,6-difluorobenzene (9 g, 46.6 mmol) in 1,2-dimethoxyethane (204 mL) were added Palladium catalyst Pd(PPh3)4 (1.62 g, 1.4 mmol) and the freshly prepared sodium carbonate solution (15.19 g in 66 mL of water). The system was degassed and then charged with nitrogen. The degas procedure was repeated for three times. The mixture was stirred under nitrogen at 110° C. oil bath for overnight. TLC... The reactants are CCO, Cc1ccc(C(=O)NC2CC2)cc1-c1ccc(-c2nnc(CCl)o2)cc1, [N-]=[N+]=[N-], [Na+], CN(C)C=O, O. The product is Cc1ccc(C(=O)NC2CC2)cc1-c1ccc(-c2nnc(CN=[N+]=[N-])o2)cc1. RXN SMILES: [CH3:37][CH2:38][OH:39].[Cl:5][CH2:6][c:7]1[n:8][n:9][c:10](-[c:12]2[cH:13][cH:14][c:15](-[c:18]3[cH:19][c:20]([C:25](=[O:26])[NH:27][CH:28]4[CH2:29][CH2:30]4)[cH:21][cH:22][c:23]3[CH3:24])[cH:16][cH:17]2)[o:11]1.[N-:2]=[N+:3]=[N-:4].[Na+:1].[O:32]=[CH:33][N:34]([CH3:35])[CH3:36].[OH2:31]>>[N:2](=[N+:3]=[N-:4])[CH2:6][c:7]1[n:8][n:9][c:10](-[c:12]2[cH:13][cH:14][c:15](-[c:18]3[cH:19][c:20]([C:25](=[O:26])[NH:27][CH:28]4[CH2:29][CH2:30]4)[cH:21][cH:22][c:23]3[CH3:24])[cH:16][cH:17]2)[o:11]1.